Dataset: the Open Reaction Database (ORD), a public repository of structured organic reaction records. Task: describe an organic reaction: reactants, conditions, products, and yield Reactants: CCNCc1cc(Br)ccc1[N+](=O)[O-], CCO, [Cl-], Cl, O, O. Yields the product CCNCc1cc(Br)ccc1N. As a reaction SMILES: [CH2:4]([CH3:5])[NH:6][CH2:7][c:8]1[c:9]([N+:15]([O-:16])=[O:17])[cH:10][cH:11][c:12]([Br:14])[cH:13]1.[CH3:19][CH2:20][OH:21].[Cl-:3].[ClH:18].[OH2:1].[OH2:2]>>[CH2:4]([CH3:5])[NH:6][CH2:7][c:8]1[c:9]([NH2:15])[cH:10][cH:11][c:12]([Br:14])[cH:13]1. The reactants are C(=O)([O-])[O-].[Na+].[Na+] (Na2CO3), CCOC(=O)C (EtOAc), Sn, CN(C1(CCC2(OCCC3=C2NC2=CC=CC=C32)CC1)C1=CC=CC=C1)C (N,N-dimethyl-N-{4-phenyl-2′,3′,4′,9′-tetrahydrospiro[cyclohexane-1,1′-pyrano[3,4-b]indol]-4-yl}-amine). The solvent is Cl (HCl). Run at time 2 hour. The product is CN(C1(CCC(CC1)C=1NC2=CC=CC=C2C1CCO)C1=CC=CC=C1)C (2-(2-(4-(Dimethylamino)-4-phenylcyclohexyl)-1H-indol-3-yl)ethanol), mixture. Isolated yield 30.0%. RXN SMILES: [CH3:1][N:2]([CH3:27])[C:3]1([C:21]2[CH:26]=[CH:25][CH:24]=[CH:23][CH:22]=2)[CH2:20][CH2:19][C:6]2([C:11]3[NH:12][C:13]4[C:18]([C:10]=3[CH2:9][CH2:8][O:7]2)=[CH:17][CH:16]=[CH:15][CH:14]=4)[CH2:5][CH2:4]1.C([O-])([O-])=O.[Na+].[Na+].CCOC(C)=O>Cl>[CH3:27][N:2]([CH3:1])[C:3]1([C:21]2[CH:22]=[CH:23][CH:24]=[CH:25][CH:26]=2)[CH2:20][CH2:19][CH:6]([C:11]2[NH:12][C:13]3[C:18]([C:10]=2[CH2:9][CH2:8][OH:7])=[CH:17][CH:16]=[CH:15][CH:14]=3)[CH2:5][CH2:4]1 |f:1.2.3|. Procedure details: Successive Sn powder (3.00 g, 25.40 mmol) was added to a suspension of N,N-dimethyl-N-{4-phenyl-2′,3′,4′,9′-tetrahydrospiro[cyclohexane-1,1′-pyrano[3,4-b]indol]-4-yl}-amine (non-polar diastereomer, cf. WO2004043967) (0.72 g, 2.00 mmol) in conc. HCl (60 ml) in the course of 2 h. A clear solutions was formed during the addition, and was stirred at RT for a further 2 h. For working up, the mixture was rendered basic with saturated Na2CO3 solution, and EtOAc (50 ml) was added to the mixture formed. ... As a reaction SMILES: [C:1]1([C@H:7]2[CH2:12][CH2:11][N:10]([C:13]([O:15][C:16]([CH3:19])([CH3:18])[CH3:17])=[O:14])[CH2:9][C@@H:8]2[C:20]([O:22]C)=[O:21])[CH:6]=[CH:5][CH:4]=[CH:3][CH:2]=1.[OH-].[Na+]>O1CCCC1.CO>[C:16]([O:15][C:13]([N:10]1[CH2:11][CH2:12][C@H:7]([C:1]2[CH:6]=[CH:5][CH:4]=[CH:3][CH:2]=2)[C@@H:8]([C:20]([OH:22])=[O:21])[CH2:9]1)=[O:14])([CH3:19])([CH3:17])[CH3:18] |f:1.2|. Product: C(C)(C)(C)OC(=O)N1C[C@@H]([C@H](CC1)C1=CC=CC=C1)C(=O)O ((3R,4S)-1-(tert-Butoxycarbonyl)-4-phenylpiperidine 3-carboxylic acid). Yield: 97.6%. Reported procedure: 1-tert-Butyl 3-methyl (3R,4S)-4-phenylpiperidine-1,3-dicarboxylate (585 mg) was dissolved in tetrahydrofuran (5 ml) and methanol (5 ml), and thereto was added 1M aqueous sodium hydroxide solution (5.5 ml), and the mixture was stirred at room temperature for 5 hours. The reaction solution was concentrated under reduced pressure, and thereto was added a 5% potassium hydrogen sulfate, and the mixture was extracted with ethyl acetate. The organic layer was washed with a saturated aqueous sodium chlo... Reactants: C1(=CC=CC=C1)[C@@H]1[C@H](CN(CC1)C(=O)OC(C)(C)C)C(=O)OC (1-tert-Butyl 3-methyl (3R,4S)-4-phenylpiperidine-1,3-dicarboxylate), [OH-].[Na+] (sodium hydroxide). Run at time 5 hour. The solvent is O1CCCC1 (tetrahydrofuran), CO (methanol). Starting materials: CC(CC1(C(N(CC1)CCC1=CC=CC=C1)=O)CC(=O)OCC)C (ethyl 3-(2-methylpropyl)-2-oxo-1-(2-phenylethyl)-3-pyrrolidineacetate), I(=O)(=O)(=O)[O-].[Na+] (sodium periodate), O (water). The reagents and catalysts are O.[Ru](=O)=O (Ruthenium(IV) oxide hydrate). The solvent is C(Cl)(Cl)(Cl)Cl (CCl4). Run at time 8 hour. Yields the product CC(CC1(C(N(C(C1)=O)CCC1=CC=CC=C1)=O)CC(=O)OCC)C (Ethyl 3-(2-Methylpropyl)-2,5-dioxo-1-(2-phenylethyl)-3-pyrrolidineacetate). Isolated yield 65.0%. As a reaction SMILES: [CH3:1][CH:2]([CH3:24])[CH2:3][C:4]1([CH2:18][C:19]([O:21][CH2:22][CH3:23])=[O:20])[CH2:8][CH2:7][N:6]([CH2:9][CH2:10][C:11]2[CH:16]=[CH:15][CH:14]=[CH:13][CH:12]=2)[C:5]1=[O:17].I([O-])(=O)(=O)=[O:26].[Na+].O>O.[Ru](=O)=O.C(Cl)(Cl)(Cl)Cl>[CH3:1][CH:2]([CH3:24])[CH2:3][C:4]1([CH2:18][C:19]([O:21][CH2:22][CH3:23])=[O:20])[CH2:8][C:7](=[O:26])[N:6]([CH2:9][CH2:10][C:11]2[CH:16]=[CH:15][CH:14]=[CH:13][CH:12]=2)[C:5]1=[O:17] |f:1.2,4.5|. Procedure: Ruthenium(IV) oxide hydrate (27 mg, 0.20 mmol) is added to a mixture of ethyl 3-(2-methylpropyl)-2-oxo-1-(2-phenylethyl)-3-pyrrolidineacetate (prepared similarly to that described in EXAMPLE 1, steps 1-3; 900 mg, 2.71 mmol), sodium periodate (2.71 g, 12.7 mmol), water (27 mL), and CCl4 (27 mL) at room temperature. After stirring overnight at room temperature, aqueous workup (CH2Cl2, MgSO4) and purification by column chromatography (20% EtOAc/hexane) gives 611 mg of the title compound (65%) as a ... Reactants: C(C)OC(C(C)(C)C1=CC=C(C=C1)CCN1CCC(CC1)C1=NC2=C(N1CCOCC)C=CC=C2)=O (2-[4-(2-{4-[1-(2-ethoxy-ethyl)-1H-benzoimidazol-2-yl]-piperidin-1-yl}-ethyl)-phenyl]-2-methyl-propionic acid ethylester), [OH-].[Na+] (sodium hydroxide), C(C)O (ethyl alcohol), O (water). Solvent: C(C)(=O)O (acetic acid), C(CCC)O (butanol), C(C)OC(C)=O (Ethylacetate). The product is C(C)OCCN1C(=NC2=C1C=CC=C2)C2CCN(CC2)CCC2=CC=C(C=C2)C(C(=O)O)(C)C (2-[4-(2-{4-[1-(2-ethoxy-ethyl)-1H-benzoimidazol-2-yl]-piperidin-1-yl}-ethyl)-phenyl]-2-methyl-propionic acid). Yield: 84.8%. RXN SMILES: C([O:3][C:4](=[O:36])[C:5]([C:8]1[CH:13]=[CH:12][C:11]([CH2:14][CH2:15][N:16]2[CH2:21][CH2:20][CH:19]([C:22]3[N:26]([CH2:27][CH2:28][O:29][CH2:30][CH3:31])[C:25]4[CH:32]=[CH:33][CH:34]=[CH:35][C:24]=4[N:23]=3)[CH2:18][CH2:17]2)=[CH:10][CH:9]=1)([CH3:7])[CH3:6])C.[OH-].[Na+].C(O)C.O>C(O)CCC.C(OC(=O)C)C.C(O)(=O)C>[CH2:30]([O:29][CH2:28][CH2:27][N:26]1[C:25]2[CH:32]=[CH:33][CH:34]=[CH:35][C:24]=2[N:23]=[C:22]1[CH:19]1[CH2:20][CH2:21][N:16]([CH2:15][CH2:14][C:11]2[CH:10]=[CH:9][C:8]([C:5]([CH3:6])([CH3:7])[C:4]([OH:36])=[O:3])=[CH:13][CH:12]=2)[CH2:17][CH2:18]1)[CH3:31] |f:1.2|. Procedure: In a reaction vessel, 2-[4-(2-{4-[1-(2-ethoxy-ethyl)-1H-benzoimidazol-2-yl]-piperidin-1-yl}-ethyl)-phenyl]-2-methyl-propionic acid ethylester (2.3 g) prepared in the Example 15, sodium hydroxide (0.6 g) and ethyl alcohol (13 mL) were introduced, and the mixture was reacted at 50-55° C. for 3 hours. Distilled water (20 mL) was added thereto, and acetic acid was added to control the pH to 7. Ethylacetate (50 mL) was added thereto, and the mixture was stirred to separate layers. The separated organ... The reactants are O=C([O-])[O-], CI, CN(C)C=O, CCOC(=O)c1cn(NC=O)c2cc(-n3cccc3)c(F)cc2c1=O, [K+], [K+]. Product: CCOC(=O)c1cn(NCC=O)c2cc(-n3cccc3)c(F)cc2c1=O. Reaction SMILES: [C:26]([O-:27])([O-:28])=[O:29].[CH3:32][I:33].[CH3:34][N:35]([CH3:36])[CH:37]=[O:38].[F:1][c:2]1[cH:3][c:4]2[c:5](=[O:25])[c:6]([C:20](=[O:21])[O:22][CH2:23][CH3:24])[cH:7][n:8]([NH:17][CH:18]=[O:19])[c:9]2[cH:10][c:11]1-[n:12]1[cH:13][cH:14][cH:15][cH:16]1.[K+:30].[K+:31]>>[F:1][c:2]1[cH:3][c:4]2[c:5](=[O:25])[c:6]([C:20](=[O:21])[O:22][CH2:23][CH3:24])[cH:7][n:8]([NH:17][CH2:32][CH:26]=[O:29])[c:9]2[cH:10][c:11]1-[n:12]1[cH:13][cH:14][cH:15][cH:16]1.